This data is from the Open Reaction Database (ORD), a public repository of structured organic reaction records. The task is: describe an organic reaction: reactants, conditions, products, and yield Reactants: C(C1=CC=CC=C1)OC1=C(C(=CC(=C1)OCC1=CC=CC=C1)OC1=CC=C(C=C1)[N+](=O)[O-])C1=CC(=NO1)C(=O)O (5-[2,4-bis(benzyloxy)-6-(4-nitrophenoxy)phenyl]isoxazole-3-carboxylic acid), CN(C)C(=[N+](C)C)ON1C2=C(C=CC=C2)N=N1.[B-](F)(F)(F)F (TBTU), Cl.FCCN (2-fluoroethylamine hydrochloride), CCN(C(C)C)C(C)C (DIPEA). Run in C1CCOC1 (THF), C(Cl)Cl (DCM). Conditions: time 15 minute. Product: C(C1=CC=CC=C1)OC1=C(C(=CC(=C1)OCC1=CC=CC=C1)OC1=CC=C(C=C1)[N+](=O)[O-])C1=CC(=NO1)C(=O)NCCF (5-[2,4-Bis(benzyloxy)-6-(4-nitrophenoxy)phenyl]-N-(2-fluoroethyl)isoxazole-3-carboxamide). Yield: 93.8%. As a reaction SMILES: [CH2:1]([O:8][C:9]1[CH:14]=[C:13]([O:15][CH2:16][C:17]2[CH:22]=[CH:21][CH:20]=[CH:19][CH:18]=2)[CH:12]=[C:11]([O:23][C:24]2[CH:29]=[CH:28][C:27]([N+:30]([O-:32])=[O:31])=[CH:26][CH:25]=2)[C:10]=1[C:33]1[O:37][N:36]=[C:35]([C:38](O)=[O:39])[CH:34]=1)[C:2]1[CH:7]=[CH:6][CH:5]=[CH:4][CH:3]=1.CN(C(ON1N=NC2C=CC=CC1=2)=[N+](C)C)C.[B-](F)(F)(F)F.Cl.[F:64][CH2:65][CH2:66][NH2:67].CCN(C(C)C)C(C)C>C1COCC1.C(Cl)Cl>[CH2:1]([O:8][C:9]1[CH:14]=[C:13]([O:15][CH2:16][C:17]2[CH:18]=[CH:19][CH:20]=[CH:21][CH:22]=2)[CH:12]=[C:11]([O:23][C:24]2[CH:29]=[CH:28][C:27]([N+:30]([O-:32])=[O:31])=[CH:26][CH:25]=2)[C:10]=1[C:33]1[O:37][N:36]=[C:35]([C:38]([NH:67][CH2:66][CH2:65][F:64])=[O:39])[CH:34]=1)[C:2]1[CH:3]=[CH:4][CH:5]=[CH:6][CH:7]=1 |f:1.2,3.4|. Reported procedure: To a stirred solution of 5-[2,4-bis(benzyloxy)-6-(4-nitrophenoxy)phenyl]isoxazole-3-carboxylic acid (0.45 g, 0.84 mmol) in THF (30 mL) was added TBTU (0.300 g, 1.1 mmol). After stirring for 15 minutes at room temperature, 2-fluoroethylamine hydrochloride (0.1 g, 1 mmol) and DIPEA (0.58 mL) were subsequently added. After stirring overnight, the suspension was diluted with DCM and washed with brine, dried over Na2SO4 and evaporated to dryness. The residue was carefully chromatographed on silica ge...